Dataset: the Open Reaction Database (ORD), a public repository of structured organic reaction records. Task: describe an organic reaction: reactants, conditions, products, and yield Reactants: CCCc1cc2c(C(F)(F)F)c(C#N)ccc2[nH]1, ClCc1cc(-c2ccccc2)no1. Product: CCCc1cc2c(C(F)(F)F)c(C#N)ccc2n1Cc1cc(-c2ccccc2)no1. Reaction SMILES: [CH2:1]([CH2:2][CH3:3])[c:4]1[nH:5][c:6]2[cH:7][cH:8][c:9]([C:17]#[N:18])[c:10]([C:13]([F:14])([F:15])[F:16])[c:11]2[cH:12]1.[Cl:19][CH2:20][c:21]1[cH:22][c:23](-[c:26]2[cH:27][cH:28][cH:29][cH:30][cH:31]2)[n:24][o:25]1>>[CH2:1]([CH2:2][CH3:3])[c:4]1[n:5]([CH2:20][c:21]2[cH:22][c:23](-[c:26]3[cH:27][cH:28][cH:29][cH:30][cH:31]3)[n:24][o:25]2)[c:6]2[cH:7][cH:8][c:9]([C:17]#[N:18])[c:10]([C:13]([F:14])([F:15])[F:16])[c:11]2[cH:12]1.